Dataset: the Open Reaction Database (ORD), a public repository of structured organic reaction records. Task: describe an organic reaction: reactants, conditions, products, and yield Starting materials: [Cl-].[NH4+] (ammonium chloride), C(C)SC1=C(C(=O)NC=2C(=NC=C(C2)C(F)(F)F)O)C=CC=N1 (2-ethylsulfanyl-N-(2-hydroxy-5-trifluoromethylpyridin-3-yl) nicotinamide), COCCOC(=O)/N=N/C(=O)OCCOC (DMEAD), C1(=CC=CC=C1)P(C1=CC=CC=C1)C1=CC=CC=C1 (triphenylphosphine). Run in C1CCOC1 (THF). Run at temperature 50 celsius, time 4 hour. Yields the product C(C)SC1=NC=CC=C1C=1OC2=C(N1)C=C(C=C2)C(F)(F)F (2-(2-ethylsulfanylpyridin-3-yl)-5-(trifluoromethyl)benzoxazole). Yield: 69.0%. As a reaction SMILES: [CH2:1]([S:3][C:4]1[N:23]=[CH:22][CH:21]=[CH:20][C:5]=1[C:6]([NH:8][C:9]1[C:10]([OH:19])=N[CH:12]=[C:13]([C:15]([F:18])([F:17])[F:16])[CH:14]=1)=O)[CH3:2].[CH3:24]OCCOC(/N=N/C(OCCOC)=O)=O.C1(P(C2C=CC=CC=2)C2C=CC=CC=2)C=CC=CC=1.[Cl-].[NH4+]>C1COCC1>[CH2:1]([S:3][C:4]1[C:5]([C:6]2[O:19][C:10]3[CH:24]=[CH:12][C:13]([C:15]([F:18])([F:17])[F:16])=[CH:14][C:9]=3[N:8]=2)=[CH:20][CH:21]=[CH:22][N:23]=1)[CH3:2] |f:3.4|. Procedure details: A mixture of 0.69 g of 2-ethylsulfanyl-N-(2-hydroxy-5-trifluoromethylpyridin-3-yl) nicotinamide, 0.75 g of DMEAD, 0.79 g of triphenylphosphine and 7 ml of THF was stirred at 50° C. for 4 hours. A saturated aqueous ammonium chloride solution was poured to the reaction mixture, and the mixture was extracted with ethyl acetate. The organic layer was washed with water, then dried over anhydrous sodium sulfate and concentrated under reduced pressure. The resulting residue was applied to a silica gel ... Starting materials: BrCCCCn1cnc2ccccc21, CC#N, c1cc2c(cc1N1CCNCC1)OCCO2. Product: c1ccc2c(c1)ncn2CCCCN1CCN(c2ccc3c(c2)OCCO3)CC1. RXN SMILES: [Br:1][CH2:2][CH2:3][CH2:4][CH2:5][n:6]1[cH:7][n:8][c:9]2[c:10]1[cH:11][cH:12][cH:13][cH:14]2.[CH3:31][C:32]#[N:33].[N:15]1([c:21]2[cH:22][c:23]3[c:24]([cH:29][cH:30]2)[O:25][CH2:26][CH2:27][O:28]3)[CH2:16][CH2:17][NH:18][CH2:19][CH2:20]1>>[CH2:2]([CH2:3][CH2:4][CH2:5][n:6]1[cH:7][n:8][c:9]2[c:10]1[cH:11][cH:12][cH:13][cH:14]2)[N:18]1[CH2:17][CH2:16][N:15]([c:21]2[cH:22][c:23]3[c:24]([cH:29][cH:30]2)[O:25][CH2:26][CH2:27][O:28]3)[CH2:20][CH2:19]1. Reactants: C/C(=N\[Si](C)(C)C)/O[Si](C)(C)C (N,O-Bis(trimethylsilyl)acetamide), CC1(COC(OC1)(C1=CC=CC=C1)CS[C@H]([C@@H](NC1=CC=C(C=C1)F)C1=CC=C(OCC(=O)OC(C)(C)C)C=C1)C(N1C(OC[C@@H]1C1=CC=CC=C1)=O)=O)C (tert-Butyl (4-{(1S,2R)-2-{[(5,5-dimethyl-2-phenyl-1,3-dioxan-2-yl)methyl]thio}-1-[(4-fluorophenyl)amino]-3-oxo-3-[(4S)-2-oxo-4-phenyl-1,3-oxazolidin-3-yl]propyl}phenoxy)acetate), [F-].C(CCC)[N+](CCCC)(CCCC)CCCC (tetrabutylammonium fluoride). Solvent: C1(=CC=CC=C1)C (toluene). Conditions: temperature 90 celsius, time 1 hour. Product: CC1(COC(OC1)(C1=CC=CC=C1)CS[C@@H]1[C@H](N(C1=O)C1=CC=C(C=C1)F)C1=CC=C(OCC(=O)OC(C)(C)C)C=C1)C (tert-Butyl {4-[(2R,3R)-3-{[(5,5-dimethyl-2-phenyl-1,3-dioxan-2-yl)methyl]thio}-1-(4-fluorophenyl)-4-oxoazetidin-2-yl]phenoxy}acetate). As a reaction SMILES: [CH3:1][C:2]1([CH3:55])[CH2:7][O:6][C:5]([CH2:14][S:15][C@@H:16]([C:41](=[O:54])N2[C@@H](C3C=CC=CC=3)COC2=O)[C@H:17]([C:26]2[CH:40]=[CH:39][C:29]([O:30][CH2:31][C:32]([O:34][C:35]([CH3:38])([CH3:37])[CH3:36])=[O:33])=[CH:28][CH:27]=2)[NH:18][C:19]2[CH:24]=[CH:23][C:22]([F:25])=[CH:21][CH:20]=2)([C:8]2[CH:13]=[CH:12][CH:11]=[CH:10][CH:9]=2)[O:4][CH2:3]1.C/C(/O[Si](C)(C)C)=N\[Si](C)(C)C.[F-].C([N+](CCCC)(CCCC)CCCC)CCC>C1(C)C=CC=CC=1>[CH3:55][C:2]1([CH3:1])[CH2:7][O:6][C:5]([CH2:14][S:15][C@H:16]2[C:41](=[O:54])[N:18]([C:19]3[CH:20]=[CH:21][C:22]([F:25])=[CH:23][CH:24]=3)[C@@H:17]2[C:26]2[CH:40]=[CH:39][C:29]([O:30][CH2:31][C:32]([O:34][C:35]([CH3:38])([CH3:37])[CH3:36])=[O:33])=[CH:28][CH:27]=2)([C:8]2[CH:9]=[CH:10][CH:11]=[CH:12][CH:13]=2)[O:4][CH2:3]1 |f:2.3|. Reported procedure: tert-Butyl (4-{(1S,2R)-2-{[(5,5-dimethyl-2-phenyl-1,3-dioxan-2-yl)methyl]thio}-1-[(4-fluorophenyl)amino]-3-oxo-3-[(4S)-2-oxo-4-phenyl-1,3-oxazolidin-3-yl]propyl}phenoxy)acetate (2.6 g, 3.4 mmol) was dissolved in dry toluene (250 ml) and heated to 90° C. under inert atmosphere. N,O-Bis(trimethylsilyl)acetamide (BSA, 2.5 ml, 10.3 mmol) was added and the mixture was stirred at 90° C. for one hour. The mixture was cooled to 45° C. and tetrabutylammonium fluoride (TBAF, cat., 0.5 g) was added. The mi... The reactants are C(=CC1=CC=CC=C1)/C/1=C/C(=O)OC1=O (styrene-maleic anhydride), CO (methanol). Conditions: temperature 100 celsius, time 30 hour. Product: C(=CC1=CC=CC=C1)/C(=C/C(=O)O)/C(=O)O (styrene-maleic acid). RXN SMILES: [CH:1]([C:9]1=[CH:10][C:11]([O:13][C:14]1=[O:15])=[O:12])=[CH:2][C:3]1[CH:8]=[CH:7][CH:6]=[CH:5][CH:4]=1.C[OH:17]>>[CH:1](/[C:9](/[C:14]([OH:13])=[O:15])=[CH:10]/[C:11]([OH:17])=[O:12])=[CH:2][C:3]1[CH:8]=[CH:7][CH:6]=[CH:5][CH:4]=1. Reported procedure: 1.8 g of the styrene-maleic anhydride polymer (molecular weight: 1600) was mixed with 5.4 g of the polyethyleneoxyglycol (molecular weight: 600). The mixture was dropped on a glass substrate and heated in an oven at 100° C. under nitrogen stream. After 30 hours, the mixture was cooled down to room temperature, immersed into methanol and dried. A thin membrane of the styrene-maleic acid polyethyleneoxy ester crosslinked copolymer of an excellent adhesive strength and mechanical strength was prepa... Starting materials: CC1=C(C=CC(=C1)Cl)N1CN(CN(C1)C1=C(C=C(C=C1)Cl)C)C1=C(C=C(C=C1)Cl)C (1,3,5-tris(2-methyl-4-chlorophenyl)-hexahydro-s-triazine), [OH-].[Na+] (sodium hydroxide), ClC(=O)OC(Cl)(Cl)Cl (trichloromethyl chloroformate), C(C)(C)NC(=S)NC(C)(C)C (1-isopropyl-3-t-butylthiourea). Product: C(C)(C)(C)N=C1SCN(C(N1C(C)C)=O)C1=C(C=C(C=C1)Cl)C (2-t-butylimino-3-isopropyl-5-(2-methyl-4-chlorophenyl)-tetrahydro-1,3,5-thiadiazin-4-one). The yield is 20.2%. RXN SMILES: [CH3:1][C:2]1[CH:7]=[C:6]([Cl:8])[CH:5]=[CH:4][C:3]=1[N:9]1[CH2:14]N(C2C=CC(Cl)=CC=2C)CN(C2C=CC(Cl)=CC=2C)[CH2:10]1.ClC(OC(Cl)(Cl)Cl)=[O:33].[CH:39]([NH:42][C:43]([NH:45][C:46]([CH3:49])([CH3:48])[CH3:47])=[S:44])([CH3:41])[CH3:40].[OH-].[Na+]>>[C:46]([N:45]=[C:43]1[N:42]([CH:39]([CH3:41])[CH3:40])[C:14](=[O:33])[N:9]([C:3]2[CH:4]=[CH:5][C:6]([Cl:8])=[CH:7][C:2]=2[CH3:1])[CH2:10][S:44]1)([CH3:47])([CH3:49])[CH3:48] |f:3.4|. Reported procedure: In a similar manner, 3.3 g (0.007 mole) of 1,3,5-tris(2-methyl-4-chlorophenyl)-hexahydro-s-triazine, 2.0 g (0.01 mole) of trichloromethyl chloroformate, 3.2 g (0.018 mole) of 1-isopropyl-3-t-butylthiourea, and 18 g of a 10% aqueous sodium hydroxide solution were used to obtain 0.5 g (7% yield) of 2-t-butylimino-3-isopropyl-5-(2-methyl-4-chlorophenyl)-tetrahydro-1,3,5-thiadiazin-4-one (compound No. 387) of the formula, ##STR178## as white crystals melting at 122°-123° C. Reactants: OC1=C(C=CC=2C=3N(C(=NC12)NC(C1=CN=CC=C1)=O)CCN3)OCCCN3CCOCC3 (N-[7-hydroxy-8-(3-morpholin-4-ylpropoxy)-2,3-dihydroimidazo[1,2-c]quinazolin-5-yl]nicotinamide), OC1=C(C=CC=2C=3N(C(=NC12)NC(C1=CN=CC=C1)=O)CCN3)OCCCN3CCOCC3 (N-[7-hydroxy-8-(3-morpholin-4-ylpropoxy)-2,3-dihydroimidazo[1,2-c]quinazolin-5-yl]nicotinamide), CS(=O)(=O)Cl (methanesulfonyl chloride). Yields the product CS(=O)(=O)OC1=C(C=CC=2C=3N(C(=NC12)NC(=O)C=1C=NC=CC1)CCN3)OCCCN3CCOCC3 (8-(3-morpholin-4-ylpropoxy)-5-[(pyridin-3-ylcarbonyl)amino]-2,3-dihydroimidazo[1,2-c]quinazolin-7-yl methanesulfonate). As a reaction SMILES: [OH:1][C:2]1[C:11]2[N:10]=[C:9]([NH:12][C:13](=[O:20])[C:14]3[CH:19]=[CH:18][CH:17]=[N:16][CH:15]=3)[N:8]3[CH2:21][CH2:22][N:23]=[C:7]3[C:6]=2[CH:5]=[CH:4][C:3]=1[O:24][CH2:25][CH2:26][CH2:27][N:28]1[CH2:33][CH2:32][O:31][CH2:30][CH2:29]1.[CH3:34][S:35](Cl)(=[O:37])=[O:36]>>[CH3:34][S:35]([O:1][C:2]1[C:11]2[N:10]=[C:9]([NH:12][C:13]([C:14]3[CH:15]=[N:16][CH:17]=[CH:18][CH:19]=3)=[O:20])[N:8]3[CH2:21][CH2:22][N:23]=[C:7]3[C:6]=2[CH:5]=[CH:4][C:3]=1[O:24][CH2:25][CH2:26][CH2:27][N:28]1[CH2:29][CH2:30][O:31][CH2:32][CH2:33]1)(=[O:37])=[O:36]. Procedure: The procedure used for the preparation of Example 36 was used to prepare the title compound from N-[7-hydroxy-8-(3-morpholin-4-ylpropoxy)-2,3-dihydroimidazo[1,2-c]quinazolin-5-yl]nicotinamide (Intermediate H) and methanesulfonyl chloride (58 mg, 49%). TLC: Rf=0.38 in 10% MeOH/CH2Cl2, HPLC MS RT=2.05 min, [M+Na]+=551; 1H NMR (DMSO-d6+2 drops TFA-d) δ: 2.18-2.30 (2H, m), 3.03-3.17 (2H, m), 3.28-3.37 (2H, m), 3.44-3.54 (2H, m), 3.60-3.75 (5H, m), 3.95-4.05 (2H, m), 4.19-4.29 (2H, m), 4.40 (2H, t), ...